From a dataset of the Open Reaction Database (ORD), a public repository of structured organic reaction records. describe an organic reaction: reactants, conditions, products, and yield Conditions: time 6 hour. Yields the product OC1=C(C=C(C(=O)C2=CC(=C(OCC(=O)O)C(=C2)I)I)C=C1I)I ([4-(4-Hydroxy-3,5-diiodobenzoyl)-2,6-diiodo-phenoxy]-acetic Acid). Reaction SMILES: [OH-].[Li+].C([O:10][C:11](=[O:33])[CH2:12][O:13][C:14]1[C:19]([I:20])=[CH:18][C:17]([C:21](=[O:31])[C:22]2[CH:27]=[C:26]([I:28])[C:25]([OH:29])=[C:24]([I:30])[CH:23]=2)=[CH:16][C:15]=1[I:32])C1C=CC=CC=1.Cl>C1COCC1>[OH:29][C:25]1[C:24]([I:30])=[CH:23][C:22]([C:21]([C:17]2[CH:16]=[C:15]([I:32])[C:14]([O:13][CH2:12][C:11]([OH:33])=[O:10])=[C:19]([I:20])[CH:18]=2)=[O:31])=[CH:27][C:26]=1[I:28] |f:0.1|. Solvent: C1CCOC1 (THF). Starting materials: Cl (HCl), solution, [OH-].[Li+] (lithium hydroxide), C(C1=CC=CC=C1)OC(COC1=C(C=C(C=C1I)C(C1=CC(=C(C(=C1)I)O)I)=O)I)=O ([4-(4-hydroxy-3,5-diiodobenzoyl)-2,6-diiodo-phenoxy]-acetic acid benzyl ester). Procedure: A 1.2 M solution of lithium hydroxide (100pL, 0.12 mmol) was added to a solution of [4-(4-hydroxy-3,5-diiodobenzoyl)-2,6-diiodo-phenoxy]-acetic acid benzyl ester (prepared according to Example 10, 50 mg, 0.043 mmol) in 1 mL THF. The biphasic solution was stirred for 6 hours, after which time 1 M HCl was added. The resulting white precipitate was isolated by filtration, rinsed with water, and dried in vacuo, yielding the title compound as a white powder (42 mg, 94%). 1H NMR (400 MHz, DMSO-d6): δ ... The yield is 125.9%. The reactants are N(C(=O)C)CCC1=CC=C(C=C1)O (4-(2-acetamino-ethyl)-phenol), C([O-])([O-])=O.[K+].[K+] (potassium carbonate), BrC(C(=O)OCC)CCCC (ethyl 2-bromohexanoate), [I-].[K+] (potassium iodide). The solvent is CC(CC)=O (butan-2-one). Yields the product N(C(=O)C)CCC1=CC=C(OC(C(=O)OCC)CCCC)C=C1 (ethyl 2-[4-(2-acetaminoethyl)-phenoxy]-n-hexanoate). RXN SMILES: [NH:1]([CH2:5][CH2:6][C:7]1[CH:12]=[CH:11][C:10]([OH:13])=[CH:9][CH:8]=1)[C:2]([CH3:4])=[O:3].C(=O)([O-])[O-].[K+].[K+].Br[CH:21]([CH2:27][CH2:28][CH2:29][CH3:30])[C:22]([O:24][CH2:25][CH3:26])=[O:23].[I-].[K+]>CC(=O)CC>[NH:1]([CH2:5][CH2:6][C:7]1[CH:8]=[CH:9][C:10]([O:13][CH:21]([CH2:27][CH2:28][CH2:29][CH3:30])[C:22]([O:24][CH2:25][CH3:26])=[O:23])=[CH:11][CH:12]=1)[C:2]([CH3:4])=[O:3] |f:1.2.3,5.6|. Procedure details: A mixture of 17.92 g. (0.1 mol) 4-(2-acetamino-ethyl)-phenol, 17.3 g. (0.125 mol) pulverized potassium carbonate and 150 ml. butan-2-one is stirred for 2 hours at reflux temperature, then 27.9 g. (0.125 mol) ethyl 2-bromohexanoate and a spatula tip of potassium iodide are added thereto and the reaction mixture kept at reflux temperature for a further 28 hours. The reaction mixture is then filtered with suction and the filtrate evaporated in a vacuum. The residue is taken up in diethyl ether and ...